This data is from the Open Reaction Database (ORD), a public repository of structured organic reaction records. The task is: describe an organic reaction: reactants, conditions, products, and yield Starting materials: COC(COC1=C2C=C(C(=NC2=C(C=C1)Cl)C)CC1=CC=C(C=C1)Cl)=O ([8-chloro-3-(4-chlorobenzyl)-2-methylquinolin-5-yloxy]acetic acid methyl ester), C(C)O (ethanol), [OH-].[Li+] (lithium hydroxide). The solvent is O (water). Product: ClC=1C=CC(=C2C=C(C(=NC12)C)CC1=CC=C(C=C1)Cl)OCC(=O)O ([8-chloro-3-(4-chlorobenzyl)-2-methylquinolin-5-yloxy]acetic Acid). Reaction SMILES: C[O:2][C:3](=[O:26])[CH2:4][O:5][C:6]1[CH:15]=[CH:14][C:13]([Cl:16])=[C:12]2[C:7]=1[CH:8]=[C:9]([CH2:18][C:19]1[CH:24]=[CH:23][C:22]([Cl:25])=[CH:21][CH:20]=1)[C:10]([CH3:17])=[N:11]2.C(O)C.[OH-].[Li+]>O>[Cl:16][C:13]1[CH:14]=[CH:15][C:6]([O:5][CH2:4][C:3]([OH:26])=[O:2])=[C:7]2[C:12]=1[N:11]=[C:10]([CH3:17])[C:9]([CH2:18][C:19]1[CH:20]=[CH:21][C:22]([Cl:25])=[CH:23][CH:24]=1)=[CH:8]2 |f:2.3|. Procedure details: A solution of [8-chloro-3-(4-chlorobenzyl)-2-methylquinolin-5-yloxy]acetic acid methyl ester (0.10 g), ethanol (6.0 mL), water (2.0 mL) and saturated aqueous lithium hydroxide solution (2.0 mL) was stirred at room temperature for 5 hours. The ethanol was removed under reduced pressure and the pH of the residue adjusted to 4 by the addition of glacial acetic acid. The resulting precipitate was collected by filtration, washed with water and purification by preparative reverse-phase HPLC using a gr... Reactants: OC1=CC=C(C=C1)[C@@H]1CC[C@H](CC1)N(C(C)=O)CCCC1=CC=CC=C1 (trans-N-[4-(4-hydroxyphenyl)cyclohexyl]-N-(3-phenylpropyl)acetamide), [H-].[H-].[H-].[H-].[Li+].[Al+3] (LiAlH4), solution. The solvent is C1CCOC1 (THF), CCOCC (Et2O). Reaction conditions: time 18 hour. Yields the product C(C)N(CCCC1=CC=CC=C1)[C@@H]1CC[C@H](CC1)C1=CC=C(C=C1)O (trans-4-{4-[N-ethyl-N-(3-phenylpropyl)-amino]cyclohexyl}phenol). Yield: 48.1%. As a reaction SMILES: [OH:1][C:2]1[CH:7]=[CH:6][C:5]([C@H:8]2[CH2:13][CH2:12][C@H:11]([N:14]([CH2:18][CH2:19][CH2:20][C:21]3[CH:26]=[CH:25][CH:24]=[CH:23][CH:22]=3)[C:15](=O)[CH3:16])[CH2:10][CH2:9]2)=[CH:4][CH:3]=1.[H-].[H-].[H-].[H-].[Li+].[Al+3]>C1COCC1.CCOCC>[CH2:15]([N:14]([C@H:11]1[CH2:10][CH2:9][C@H:8]([C:5]2[CH:6]=[CH:7][C:2]([OH:1])=[CH:3][CH:4]=2)[CH2:13][CH2:12]1)[CH2:18][CH2:19][CH2:20][C:21]1[CH:26]=[CH:25][CH:24]=[CH:23][CH:22]=1)[CH3:16] |f:1.2.3.4.5.6|. Procedure details: To a stirred solution of trans-N-[4-(4-hydroxyphenyl)cyclohexyl]-N-(3-phenylpropyl)acetamide (282 mg, 0.80 mmol) in anhydrous THF (5 mL) was added LiAlH4 (1.2 mL of a 1M solution in Et2O, 1.2 mmol). After 18 hours, the reaction was quenched by addition of a mixture of H2O (2 mL), 2N NaOH (4 mL), and saturated NaCl (2 mL). The resulting mixture was diluted with Et2O (100 mL) and the resulting mixture was filtered. The filtrate was dried (Na2SO4) and concentrated under reduced pressure. Purificati... Product: C#CCNc1ccc([N+](=O)[O-])cc1. RXN SMILES: [C:17](=[O:18])([O-:19])[O-:20].[CH2:11]([C:12]#[CH:13])[NH2:14].[CH3:23][S:24]([CH3:25])=[O:26].[F-:15].[F:1][c:2]1[cH:3][cH:4][c:5]([N+:8](=[O:9])[O-:10])[cH:6][cH:7]1.[K+:16].[K+:21].[K+:22].[OH2:27]>>[c:2]1([NH:14][CH2:11][C:12]#[CH:13])[cH:3][cH:4][c:5]([N+:8](=[O:9])[O-:10])[cH:6][cH:7]1. Starting materials: O=C([O-])[O-], C#CCN, CS(C)=O, [F-], O=[N+]([O-])c1ccc(F)cc1, [K+], [K+], [K+], O.